Dataset: the Open Reaction Database (ORD), a public repository of structured organic reaction records. Task: describe an organic reaction: reactants, conditions, products, and yield Product: C(C)OC(C1=CN=CC(=C1)OCC)=O (5-Ethoxy-nicotinic acid ethyl ester). RXN SMILES: [CH3:1][O:2][C:3](=[O:11])[C:4]1(O)[CH:9]=[CH:8][CH:7]=[N:6][CH2:5]1.[CH2:12](I)C.C(=O)([O-])[O-].[Cs+].[Cs+].CN(C=O)C.[CH3:26][CH2:27][O:28]CC>>[CH2:1]([O:2][C:3](=[O:11])[C:4]1[CH:9]=[C:8]([O:28][CH2:27][CH3:26])[CH:7]=[N:6][CH:5]=1)[CH3:12] |f:2.3.4|. The reactants are COC(C1(CN=CC=C1)O)=O (3-hydroxy-nicotinic acid methyl ester), C(C)I (ethyl iodide), C([O-])([O-])=O.[Cs+].[Cs+] (cesium carbonate), CN(C)C=O (DMF), CCOCC (Et2O). Reaction conditions: time 3 hour. Procedure details: A mixture of 3-hydroxy-nicotinic acid methyl ester 15-1 (15 g, 90.8 mmol), ethyl iodide (14.5 ml, 181.6 mmol), cesium carbonate (29.5 g, 90.8 mmol) and DMF (150 mL) was stirred at ambient temperture for 3 hours. The reaction mixture was diluted with Et2O and then washed with 10% K2CO3, brine, dried (MgSO4), and concentrated to give the ester 15-2 as a red oil. Starting materials: O=C(n1ccnc1)n1ccnc1, Cc1nc(N)sc1-c1ccnc(C2(C)CC2)c1, ClCCl. Product: Cc1nc(NC(=O)n2ccnc2)sc1-c1ccnc(C2(C)CC2)c1. RXN SMILES: [C:18](=[O:19])([n:20]1[cH:21][n:22][cH:23][cH:24]1)[n:25]1[cH:26][cH:27][n:28][cH:29]1.[CH3:1][c:2]1[n:3][c:4]([NH2:17])[s:5][c:6]1-[c:7]1[cH:8][c:9]([C:13]2([CH3:16])[CH2:14][CH2:15]2)[n:10][cH:11][cH:12]1.[Cl:30][CH2:31][Cl:32]>>[CH3:1][c:2]1[n:3][c:4]([NH:17][C:18](=[O:19])[n:20]2[cH:21][n:22][cH:23][cH:24]2)[s:5][c:6]1-[c:7]1[cH:8][c:9]([C:13]2([CH3:16])[CH2:14][CH2:15]2)[n:10][cH:11][cH:12]1. Reactants: FC=1C=C(OCC=2C=C3C=CC(=NC3=CC2)NN)C=C(C1)C1(CCOCC1)OC ({6-[3-Fluoro-5-(4-methoxy-tetrahydro-pyran-4-yl)-phenoxymethyl]-quinolin-2-yl}-hydrazine), CC(=O)C (Acetone). Run in CCO (EtOH). Run at temperature 75 celsius. The product is FC=1C=C(OCC=2C=C3C=CC=4N(C3=CC2)C(NN4)(C)C)C=C(C1)C1(CCOCC1)OC (7-[3-Fluoro-5-(4-methoxy-tetrahydro-pyran-4-yl)-phenoxymethyl]-1,1-dimethyl-1,2-dihydro-[1,2,4]triazolo[4,3-a]quinoline). As a reaction SMILES: [F:1][C:2]1[CH:3]=[C:4]([CH:19]=[C:20]([C:22]2([O:28][CH3:29])[CH2:27][CH2:26][O:25][CH2:24][CH2:23]2)[CH:21]=1)[O:5][CH2:6][C:7]1[CH:8]=[C:9]2[C:14](=[CH:15][CH:16]=1)[N:13]=[C:12]([NH:17][NH2:18])[CH:11]=[CH:10]2.[CH3:30][C:31]([CH3:33])=O>CCO>[F:1][C:2]1[CH:3]=[C:4]([CH:19]=[C:20]([C:22]2([O:28][CH3:29])[CH2:27][CH2:26][O:25][CH2:24][CH2:23]2)[CH:21]=1)[O:5][CH2:6][C:7]1[CH:8]=[C:9]2[C:14](=[CH:15][CH:16]=1)[N:13]1[C:31]([CH3:33])([CH3:30])[NH:18][N:17]=[C:12]1[CH:11]=[CH:10]2. Reported procedure: {6-[3-Fluoro-5-(4-methoxy-tetrahydro-pyran-4-yl)-phenoxymethyl]-quinolin-2-yl}-hydrazine (36 mg, 0.09 mmol) was suspended in EtOH (2 mL). Acetone (0.01 mL, 0.18 mmol) was added, and the reaction was heated at 75° C. overnight. The mixture was concentrated and purified by silica gel chromatography to give the desired product, 6a. Reactants: NCC1=CC=C(C(=O)O)C=C1 (4-aminomethylbenzoic acid), N (ammonia), N#CN (cyanamide). Run in O (water). Run at temperature 60 celsius, time 8 hour. Product: N(C(=N)N)CC1=CC=C(C(=O)O)C=C1 (4-Guanidinomethylbenzoic acid). Reaction SMILES: [NH2:1][CH2:2][C:3]1[CH:11]=[CH:10][C:6]([C:7]([OH:9])=[O:8])=[CH:5][CH:4]=1.N.[N:13]#[C:14][NH2:15]>O>[NH:1]([CH2:2][C:3]1[CH:4]=[CH:5][C:6]([C:7]([OH:9])=[O:8])=[CH:10][CH:11]=1)[C:14]([NH2:15])=[NH:13]. Procedure: A mixture of 1.51 g (10.0 mmol) of 4-aminomethylbenzoic acid, 20 ml of water, 2.0 ml of 28% aqueous ammonia and 1.00 g (23.8 mmol) of cyanamide was stirred at 60° C. overnight. The white precipitate thus formed was taken by the filtration, washed with water and dried to obtain the title compound.